From a dataset of the Open Reaction Database (ORD), a public repository of structured organic reaction records. describe an organic reaction: reactants, conditions, products, and yield Procedure details: 200 g of 4-(trans-4-propylcyclohexyl)cyclohexanone and 135.2 g of pyrrolidine were dissolved in 800 ml of toluene. The solution was heated and stirred for 6 hours while water which is evaporated by azeotropic distillation was removed. Azeotropic distillation of the solution was carried out with toluene so that excessive pyrrolidine was removed, and 1-(4-(trans-4-propylcyclohexyl)-cyclohexen-1-yl)-pyrrolidine was obtained. The product as it was was cooled to room temperature, and 800 ml of toluen... As a reaction SMILES: [CH2:1]([C@H:4]1[CH2:9][CH2:8][C@H:7]([CH:10]2[CH2:15][CH2:14][C:13](=O)[CH2:12][CH2:11]2)[CH2:6][CH2:5]1)[CH2:2][CH3:3].[NH:17]1[CH2:21][CH2:20][CH2:19][CH2:18]1.O>C1(C)C=CC=CC=1>[CH2:1]([C@H:4]1[CH2:9][CH2:8][C@H:7]([CH:10]2[CH2:15][CH2:14][C:13]([N:17]3[CH2:21][CH2:20][CH2:19][CH2:18]3)=[CH:12][CH2:11]2)[CH2:6][CH2:5]1)[CH2:2][CH3:3]. Product: C(CC)[C@@H]1CC[C@H](CC1)C1CC=C(CC1)N1CCCC1 (1-(4-(trans-4-propylcyclohexyl)-cyclohexen-1-yl)-pyrrolidine). Solvent: C1(=CC=CC=C1)C (toluene). The reactants are C(CC)[C@@H]1CC[C@H](CC1)C1CCC(CC1)=O (4-(trans-4-propylcyclohexyl)cyclohexanone), N1CCCC1 (pyrrolidine), O (water). The reactants are CCOC(=O)COc1cc(C(=O)c2ccc(OCC(C)C)cc2OCC(C)C)ccc1OCC(C)C, CCO, ClC(Cl)Cl, Cl, [Na+], [OH-], O. The product is CC(C)COc1ccc(C(=O)c2ccc(OCC(C)C)c(OCC(=O)O)c2)c(OCC(C)C)c1. As a reaction SMILES: [CH2:1]([CH:2]([CH3:3])[CH3:4])[O:5][c:6]1[c:7]([C:8](=[O:9])[c:10]2[cH:11][cH:12][c:13]([O:23][CH2:24][CH:25]([CH3:26])[CH3:27])[c:14]([O:15][CH2:16][C:17](=[O:18])[O:19][CH2:20][CH3:21])[cH:22]2)[cH:28][cH:29][c:30]([O:32][CH2:33][CH:34]([CH3:35])[CH3:36])[cH:31]1.[CH3:41][CH2:42][OH:43].[CH:44]([Cl:45])([Cl:46])[Cl:47].[ClH:40].[Na+:38].[OH-:37].[OH2:39]>>[CH2:1]([CH:2]([CH3:3])[CH3:4])[O:5][c:6]1[c:7]([C:8](=[O:9])[c:10]2[cH:11][cH:12][c:13]([O:23][CH2:24][CH:25]([CH3:26])[CH3:27])[c:14]([O:15][CH2:16][C:17](=[O:18])[OH:19])[cH:22]2)[cH:28][cH:29][c:30]([O:32][CH2:33][CH:34]([CH3:35])[CH3:36])[cH:31]1. Reactants: O=C([O-])O, CCN(CC)S(F)(F)F, CC(O)C1CCCN1c1cc2[nH]c(-c3ccccn3)nc2cc1Oc1ccc(S(C)(=O)=O)cc1, ClC(Cl)Cl, [Na+]. The product is CC(F)C1CCCN1c1cc2nc(-c3ccccn3)[nH]c2cc1Oc1ccc(S(C)(=O)=O)cc1. As a reaction SMILES: [C:44](=[O:45])([OH:46])[O-:47].[CH2:1]([N:2]([S:3]([F:4])([F:5])[F:7])[CH2:6][CH3:8])[CH3:9].[CH3:10][S:11](=[O:12])(=[O:13])[c:14]1[cH:15][cH:16][c:17]([O:18][c:19]2[c:20]([N:34]3[CH:35]([CH:39]([CH3:40])[OH:41])[CH2:36][CH2:37][CH2:38]3)[cH:21][c:22]3[c:23]([n:24][c:25](-[c:27]4[n:28][cH:29][cH:30][cH:31][cH:32]4)[nH:26]3)[cH:33]2)[cH:42][cH:43]1.[CH:49]([Cl:50])([Cl:51])[Cl:52].[Na+:48]>>[F:7][CH:39]([CH:35]1[N:34]([c:20]2[c:19]([O:18][c:17]3[cH:16][cH:15][c:14]([S:11]([CH3:10])(=[O:12])=[O:13])[cH:43][cH:42]3)[cH:33][c:23]3[c:22]([cH:21]2)[n:26][c:25](-[c:27]2[n:28][cH:29][cH:30][cH:31][cH:32]2)[nH:24]3)[CH2:38][CH2:37][CH2:36]1)[CH3:40]. Starting materials: CCOC(=O)C=O, Cc1ccccc1, COc1ccc(C(C)=O)cc1. Yields the product CCOC(=O)C(O)CC(=O)c1ccc(OC)cc1. RXN SMILES: [C:12]([CH:13]=[O:14])(=[O:15])[O:16][CH2:17][CH3:18].[CH3:19][c:20]1[cH:21][cH:22][cH:23][cH:24][cH:25]1.[CH3:1][O:2][c:3]1[cH:4][cH:5][c:6]([C:9]([CH3:10])=[O:11])[cH:7][cH:8]1>>[CH3:1][O:2][c:3]1[cH:4][cH:5][c:6]([C:9]([CH2:10][CH:13]([C:12](=[O:15])[O:16][CH2:17][CH3:18])[OH:14])=[O:11])[cH:7][cH:8]1. The reactants are NC1=CC(CC(C1)(C)C)=O (3-Amino-5,5-dimethyl-2-cyclohexen-1-one), ClC=1C=C(OC=2C=C(C=O)C=CC2)C=C(C1)Cl (3-(3,5-dichlorophenoxy)-benzaldehyde). Yields the product ClC=1C=C(OC=2C=C(C=CC2)C2C=3C(CC(CC3NC=3CC(CC(C23)=O)(C)C)(C)C)=O)C=C(C1)Cl (9-[3-(3,5-dichlorophenoxy)-phenyl]-3,4,6,7,9,10-hexahydro-3,3,6,6-tetramethyl-1,8(2H,5H)-acridinedione). As a reaction SMILES: [NH2:1][C:2]1[CH2:7][C:6]([CH3:9])([CH3:8])[CH2:5][C:4](=[O:10])[CH:3]=1.[Cl:11][C:12]1[CH:13]=[C:14]([CH:24]=[C:25]([Cl:27])[CH:26]=1)[O:15][C:16]1[CH:17]=[C:18]([CH:21]=[CH:22][CH:23]=1)[CH:19]=O>>[Cl:11][C:12]1[CH:13]=[C:14]([CH:24]=[C:25]([Cl:27])[CH:26]=1)[O:15][C:16]1[CH:17]=[C:18]([CH:19]2[C:3]3[C:4](=[O:10])[CH2:5][C:6]([CH3:9])([CH3:8])[CH2:7][C:2]=3[NH:1][C:2]3[CH2:7][C:6]([CH3:9])([CH3:8])[CH2:5][C:4](=[O:10])[C:3]2=3)[CH:21]=[CH:22][CH:23]=1. Procedure details: 3-Amino-5,5-dimethyl-2-cyclohexen-1-one was reacted with 3-(3,5-dichlorophenoxy)-benzaldehyde in an analogous manner to that described in Example 1 to give 9-[3-(3,5-dichlorophenoxy)-phenyl]-3,4,6,7,9,10-hexahydro-3,3,6,6-tetramethyl-1,8(2H,5H)-acridinedione. Crystallization from dimethylformamide/water gave a yellow crystalline solid of melting point 254-255° C. The reactants are COc1ccc(N(C)S(C)(=O)=O)c(CBr)c1, [H-], [Na+], CN(C)C=O. Yields the product COc1ccc2c(c1)CCS(=O)(=O)N2C. Reaction SMILES: [Br:1][CH2:2][c:3]1[c:4]([N:11]([S:12](=[O:13])(=[O:14])[CH3:15])[CH3:16])[cH:5][cH:6][c:7]([O:9][CH3:10])[cH:8]1.[H-:18].[Na+:17].[O:19]=[CH:20][N:21]([CH3:22])[CH3:23]>>[CH2:2]1[c:3]2[c:4]([cH:5][cH:6][c:7]([O:9][CH3:10])[cH:8]2)[N:11]([CH3:16])[S:12](=[O:13])(=[O:14])[CH2:15]1. Starting materials: FC(C1=C(C(=C(C(=N1)C(F)F)C(=O)OC)NC(C)C)C(=O)N1N=CC=C1)(F)F (Methyl 6-(trifluoromethyl)-4-isopropylamino-5-(1H-pyrazol-1-ylcarbonyl)-2-(difluoromethyl)-3-pyridinecarboxylate), CN (methyl amine). Solvent: CCOCC (Et2O). Run at temperature 30 celsius, time 4 hour. The product is FC(C1=C(C(=C(C(=N1)C(F)(F)F)C(=O)NC)NC(C)C)C(=O)OC)F (Methyl 6-(difluoromethyl)-4-(isopropylamino)-2-(trifluoromethyl)-3-[(methylamino)carbonyl]-5-pyridinecarboxylate). As a reaction SMILES: [F:1][C:2]([F:28])([F:27])[C:3]1[N:8]=[C:7]([CH:9]([F:11])[F:10])[C:6]([C:12]([O:14][CH3:15])=[O:13])=[C:5]([NH:16][CH:17]([CH3:19])[CH3:18])[C:4]=1[C:20]([N:22]1[CH:26]=CC=N1)=[O:21].CN>CCOCC>[F:11][CH:9]([F:10])[C:7]1[N:8]=[C:3]([C:2]([F:28])([F:1])[F:27])[C:4]([C:20]([NH:22][CH3:26])=[O:21])=[C:5]([NH:16][CH:17]([CH3:19])[CH3:18])[C:6]=1[C:12]([O:14][CH3:15])=[O:13]. Procedure details: To a mixture of 10 g (0.03 mol) of the acid chloride prepared in Example 200 in 500 mL of Et2O was added an excess of anhydrous methyl amine and the mixture was stirred at 30° C. for 4 hours. The reaction mixture was cooled to 25° C., and concentrated in vacuo to a white powder which was extraced with CHCl3 using a soxhlet apparatus. The CHCl3 was concentrated in vacuo to 8.8 g (88%) of product as a white solid: mp 128°-130° C.